Dataset: the Open Reaction Database (ORD), a public repository of structured organic reaction records. Task: describe an organic reaction: reactants, conditions, products, and yield The reactants are N1C=CC2=C(C=CC=C12)C1=CC(=C2C=NN(C2=C1)C)[N+](=O)[O-] (6-(1H-Indol-4-yl)-1-methyl-4-nitro-1H-indazole). The reagents and catalysts are [Pd] (Pd/C). Run in C(C)(=O)OCC (ethyl acetate). Conditions: time 2 hour. The product is N1C=CC2=C(C=CC=C12)C=1C=C(C=2C=NN(C2C1)C)N (6-(1H-Indol-4-yl)-1-methyl-1H-indazol-4-amine). Isolated yield 157.0%. As a reaction SMILES: [NH:1]1[C:9]2[C:4](=[C:5]([C:10]3[CH:18]=[C:17]4[C:13]([CH:14]=[N:15][N:16]4[CH3:19])=[C:12]([N+:20]([O-])=O)[CH:11]=3)[CH:6]=[CH:7][CH:8]=2)[CH:3]=[CH:2]1>C(OCC)(=O)C.[Pd]>[NH:1]1[C:9]2[C:4](=[C:5]([C:10]3[CH:11]=[C:12]([NH2:20])[C:13]4[CH:14]=[N:15][N:16]([CH3:19])[C:17]=4[CH:18]=3)[CH:6]=[CH:7][CH:8]=2)[CH:3]=[CH:2]1. Reported procedure: 6-(1H-Indol-4-yl)-1-methyl-4-nitro-1H-indazole (49 mg, 0.17 mmol) was dissolved in ethyl acetate (10 ml) and treated with 10% Pd/C (5 mg) then stirred under hydrogen for 2 h before stirring under nitrogen over the weekend. The reaction was filtered through a Celite cartridge, washing with ethyl acetate, then evaporated to dryness to give the title compound (70 mg) as a grey solid.